Dataset: the Open Reaction Database (ORD), a public repository of structured organic reaction records. Task: describe an organic reaction: reactants, conditions, products, and yield Starting materials: C(C)(C)(C)OC(=O)N1C[C@H]2[C@@H](C1)CN(C2)C=2C=NC=C(C(=O)O)C2 (5-((3aR,6aS)-5-(tert-butoxycarbonyl)hexahydropyrrolo[3,4-c]pyrrol-2(1H)-yl)nicotinic Acid), ClC=1C=C(CCN)C=CC1Cl (3,4-dichlorophenethylamine). Yields the product ClC=1C=C(CCNC(=O)C=2C=C(C=NC2)N2C[C@@H]3[C@H](C2)CN(C3)C(=O)OC(C)(C)C)C=CC1Cl ((3aR,6aS)-tert-butyl 5-(5-(3,4-dichlorophenethylcarbamoyl)pyridin-3-yl)hexahydropyrrolo[3,4-c]pyrrole-2(1H)-carboxylate). As a reaction SMILES: [C:1]([O:5][C:6]([N:8]1[CH2:12][C@H:11]2[CH2:13][N:14]([C:16]3[CH:17]=[N:18][CH:19]=[C:20]([CH:24]=3)[C:21]([OH:23])=O)[CH2:15][C@H:10]2[CH2:9]1)=[O:7])([CH3:4])([CH3:3])[CH3:2].[Cl:25][C:26]1[CH:27]=[C:28]([CH:32]=[CH:33][C:34]=1[Cl:35])[CH2:29][CH2:30][NH2:31]>>[Cl:25][C:26]1[CH:27]=[C:28]([CH:32]=[CH:33][C:34]=1[Cl:35])[CH2:29][CH2:30][NH:31][C:21]([C:20]1[CH:24]=[C:16]([N:14]2[CH2:13][C@@H:11]3[CH2:12][N:8]([C:6]([O:5][C:1]([CH3:3])([CH3:4])[CH3:2])=[O:7])[CH2:9][C@@H:10]3[CH2:15]2)[CH:17]=[N:18][CH:19]=1)=[O:23]. Procedure details: The product from Example 33B and 3,4-dichlorophenethylamine were processed as described in Example 33C to provide the title compound. MS (APCI) m/z 505 (M+H)+. Reaction SMILES: O[CH:2]([CH3:11])[C:3]([C:5]1[CH:10]=[CH:9][CH:8]=[CH:7][CH:6]=1)=[O:4].C[OH:13]>[Pt]=O>[OH:13][C:6]1[CH:7]=[CH:8][CH:9]=[CH:10][C:5]=1[CH:3]([OH:4])[CH2:2][CH3:11]. Procedure: A mixture of platinum oxide (302 mg) in methanol (30 mL) is stirred under a hydrogen atmosphere (balloon) for 1 hr and then treated with 2-hydroxypropiophenone (2.00 g). The mixture is stirred under hydrogen for 4 hrs, the catalyst is removed by filtration, and the filtrate is concentrated under reduced pressure to give an oily residue which is chromatographed on silica gel (230-400 mesh, 200 ), eluting with a gradient of ethyl acetate/hexane (5/95-20/80). Pooling of fractions with an Rf =0.41 b... Conditions: time 1 hour. Product: OC1=C(C=CC=C1)C(CC)O (1-(2-Hydroxyphenyl)propanol). The reagents and catalysts are [Pt]=O (platinum oxide). Starting materials: CO (methanol), OC(C(=O)C1=CC=CC=C1)C (2-hydroxypropiophenone). Starting materials: C1(CC1)N1C=C(C(C2=CC=C(C(=C12)OC(F)F)C=1C=C2CN[C@@H](C2=CC1)C)=O)C(=O)O ((R)-1-cyclopropyl-8-difluoromethoxy-7-(1-methyl-2,3-dihydro-1H-5-isoindolyl)-4-oxo-1,4-dihydro-3-quinolinecarboxylic acid), CS(=O)(=O)O (methanesulfonic acid). Solvent: C(C)O (ethanol). Conditions: temperature 70 celsius, time 1 hour. The product is CS(=O)(=O)O.C1(CC1)N1C=C(C(C2=CC=C(C(=C12)OC(F)F)C=1C=C2CN[C@@H](C2=CC1)C)=O)C(=O)O ((R)-1-cyclopropyl-8-difluoromethoxy-7-(1-methyl-2,3-dihydro-1H-5-isoindolyl)-4-oxo-1,4-dihydro-3-quinolinecarboxylic acid methanesulfonate). Isolated yield 81.7%. RXN SMILES: [CH:1]1([N:4]2[C:13]3[C:8](=[CH:9][CH:10]=[C:11]([C:18]4[CH:19]=[C:20]5[C:24](=[CH:25][CH:26]=4)[C@@H:23]([CH3:27])[NH:22][CH2:21]5)[C:12]=3[O:14][CH:15]([F:17])[F:16])[C:7](=[O:28])[C:6]([C:29]([OH:31])=[O:30])=[CH:5]2)[CH2:3][CH2:2]1.[CH3:32][S:33]([OH:36])(=[O:35])=[O:34]>C(O)C>[CH3:32][S:33]([OH:36])(=[O:35])=[O:34].[CH:1]1([N:4]2[C:13]3[C:8](=[CH:9][CH:10]=[C:11]([C:18]4[CH:19]=[C:20]5[C:24](=[CH:25][CH:26]=4)[C@@H:23]([CH3:27])[NH:22][CH2:21]5)[C:12]=3[O:14][CH:15]([F:17])[F:16])[C:7](=[O:28])[C:6]([C:29]([OH:31])=[O:30])=[CH:5]2)[CH2:3][CH2:2]1 |f:3.4|. Procedure: In 4 ml of ethanol is suspended 0.2 g of (R)-1-cyclopropyl-8-difluoromethoxy-7-(1-methyl-2,3-dihydro-1H-5-isoindolyl)-4-oxo-1,4-dihydro-3-quinolinecarboxylic acid and then the suspension is warmed to 70° C., after which 45 mg of methanesulfonic acid is added to the warmed suspension to form a uniform solution. Subsequently, the solution is stirred at the same temperature for 1 hour and then cooled to room temperature, after which the crystals deposited are collected by filtration to obtain 0.20 ...